From a dataset of the Open Reaction Database (ORD), a public repository of structured organic reaction records. describe an organic reaction: reactants, conditions, products, and yield Procedure: rac 3-{[(2R,3S,4R,5S)-3-(3-Chloro-2-fluoro-phenyl)-4-(4-chloro-2-fluoro-phenyl)-4-cyano-5-(2,2-dimethyl-propyl)-pyrrolidine-2-carbonyl]-amino}-benzoic acid t-butyl ester (26 mg, 0.411 mmol) was treated with 50% TFA/methylene chloride (10 mL) overnight. Removal of solvent and freeze drying of the residue give a white powder. 250 mg. The solid was resolved on a Berger SFC system on a Whelk column under 100 bar, 30° C., and 45% of methanol to give two peaks: Peak 1, undesired enantiomer, 78 mg; Pea... Starting materials: C(C)(C)(C)OC(C1=CC(=CC=C1)NC(=O)[C@@H]1N[C@H]([C@]([C@H]1C1=C(C(=CC=C1)Cl)F)(C#N)C1=C(C=C(C=C1)Cl)F)CC(C)(C)C)=O (rac 3-{[(2R,3S,4R,5S)-3-(3-Chloro-2-fluoro-phenyl)-4-(4-chloro-2-fluoro-phenyl)-4-cyano-5-(2,2-dimethyl-propyl)-pyrrolidine-2-carbonyl]-amino}-benzoic acid t-butyl ester), C(=O)(C(F)(F)F)O.C(Cl)Cl (TFA methylene chloride). Solvent: CO (methanol). RXN SMILES: C([O:5][C:6](=[O:44])[C:7]1[CH:12]=[CH:11][CH:10]=[C:9]([NH:13][C:14]([C@H:16]2[C@H:20]([C:21]3[CH:26]=[CH:25][CH:24]=[C:23]([Cl:27])[C:22]=3[F:28])[C@:19]([C:31]3[CH:36]=[CH:35][C:34]([Cl:37])=[CH:33][C:32]=3[F:38])([C:29]#[N:30])[C@H:18]([CH2:39][C:40]([CH3:43])([CH3:42])[CH3:41])[NH:17]2)=[O:15])[CH:8]=1)(C)(C)C.C(O)(C(F)(F)F)=O.C(Cl)Cl>CO>[Cl:27][C:23]1[C:22]([F:28])=[C:21]([C@@H:20]2[C@:19]([C:31]3[CH:36]=[CH:35][C:34]([Cl:37])=[CH:33][C:32]=3[F:38])([C:29]#[N:30])[C@H:18]([CH2:39][C:40]([CH3:43])([CH3:41])[CH3:42])[NH:17][C@H:16]2[C:14]([NH:13][C:9]2[CH:8]=[C:7]([CH:12]=[CH:11][CH:10]=2)[C:6]([OH:44])=[O:5])=[O:15])[CH:26]=[CH:25][CH:24]=1 |f:1.2|. The product is ClC=1C(=C(C=CC1)[C@H]1[C@@H](N[C@H]([C@]1(C#N)C1=C(C=C(C=C1)Cl)F)CC(C)(C)C)C(=O)NC=1C=C(C(=O)O)C=CC1)F (3-{[(2R,3S,4R,5S)-3-(3-Chloro-2-fluoro-phenyl)-4-(4-chloro-2-fluoro-phenyl)-4-cyano-5-(2,2-dimethyl-propyl)-pyrrolidine-2-carbonyl]-amino}-benzoic acid). Reactants: N1=CC=CC=C1 (pyridine), OC[C@]12CCC(C=C1CC[C@H]1[C@@H]3CCC([C@@]3(C)CC[C@H]21)=O)=O (19-hydroxy-4-androstene-3,17-dione), C1(=CC=CC=C1)[Si](Cl)(C1=CC=CC=C1)C1=CC=CC=C1 (triphenylchlorosilane). Solvent: C1=CC=CC=C1 (benzene). Product: C[O-].C1(=CC=CC=C1)[Si](OC[C@]12CCC(C=C1CC[C@H]1[C@@H]3CCC([C@@]3(C)CC[C@H]21)=O)=O)(C2=CC=CC=C2)C2=CC=CC=C2 (19-(triphenylsiloxy)-4-androstene-3,17-dione methanolate), ( ε17,300 ). As a reaction SMILES: [OH:1][CH2:2][C@@:3]12[C@@H:20]3[C@H:11]([C@H:12]4[C@@:16]([CH2:18][CH2:19]3)([CH3:17])[C:15](=[O:21])[CH2:14][CH2:13]4)[CH2:10][CH2:9][C:8]1=[CH:7][C:6](=[O:22])[CH2:5][CH2:4]2.[C:23]1([Si:29]([C:37]2[CH:42]=[CH:41][CH:40]=[CH:39][CH:38]=2)([C:31]2[CH:36]=[CH:35][CH:34]=[CH:33][CH:32]=2)Cl)[CH:28]=[CH:27][CH:26]=[CH:25][CH:24]=1.N1C=CC=CC=1>C1C=CC=CC=1>[CH3:2][O-:1].[C:37]1([Si:29]([C:23]2[CH:24]=[CH:25][CH:26]=[CH:27][CH:28]=2)([C:31]2[CH:36]=[CH:35][CH:34]=[CH:33][CH:32]=2)[O:1][CH2:2][C@@:3]23[C@@H:20]4[C@H:11]([C@H:12]5[C@@:16]([CH2:18][CH2:19]4)([CH3:17])[C:15](=[O:21])[CH2:14][CH2:13]5)[CH2:10][CH2:9][C:8]2=[CH:7][C:6](=[O:22])[CH2:5][CH2:4]3)[CH:38]=[CH:39][CH:40]=[CH:41][CH:42]=1 |f:4.5|. Procedure: A solution of 9.0 gm (0.03 mole) of 19-hydroxy-4-androstene-3,17-dione, 11.8 gm (0.04 mole) of triphenylchlorosilane and 9.6 gm (0.12 mole) of pyridine contained in 100 ml of benzene is refluxed for a period of 18 hours. The resulting suspension is filtered and concentrated in vacuo to a yellow oil. The oil is placed on a silica gel chromatographic column packed in chloroform which is further eluted with chloroform. The chloroform eluant is evaporated to dryness in vacuo and recrystallized from ... The reactants are O(S(=O)(=O)C(F)(F)F)C1=C(C2=CC=CC=C2C=C1)[N+](=O)[O-] (1-Nitronaphthalen-2-yl triflate), CC1=NOC(=N1)C=1C=C(N)C=CC1 (3-(3-methyl-[1,2,4]oxadiazol-5-yl)aniline). Yields the product [N+](=O)([O-])C1=C(C=CC2=CC=CC=C12)NC1=CC(=CC=C1)C1=NC(=NO1)C (1-Nitro-2-[3-(3-methyl-[1,2,4]oxadiazol-5-yl)phenyl]aminonaphthalene). As a reaction SMILES: O([C:9]1[CH:18]=[CH:17][C:16]2[C:11](=[CH:12][CH:13]=[CH:14][CH:15]=2)[C:10]=1[N+:19]([O-:21])=[O:20])S(C(F)(F)F)(=O)=O.[CH3:22][C:23]1[N:27]=[C:26]([C:28]2[CH:29]=[C:30]([CH:32]=[CH:33][CH:34]=2)[NH2:31])[O:25][N:24]=1>>[N+:19]([C:10]1[C:11]2[C:16](=[CH:15][CH:14]=[CH:13][CH:12]=2)[CH:17]=[CH:18][C:9]=1[NH:31][C:30]1[CH:32]=[CH:33][CH:34]=[C:28]([C:26]2[O:25][N:24]=[C:23]([CH3:22])[N:27]=2)[CH:29]=1)([O-:21])=[O:20]. Reported procedure: 1-Nitronaphthalen-2-yl triflate and 3-(3-methyl-[1,2,4]oxadiazol-5-yl)aniline were used in a process similar to Example 1(1) to give the titled compound. The reactants are Nc1cccc(-c2c(Cc3ccccc3)cnc3c(C(F)(F)F)cccc23)c1, O=Cc1ccccc1OC(F)F. Product: FC(F)Oc1ccccc1CNc1cccc(-c2c(Cc3ccccc3)cnc3c(C(F)(F)F)cccc23)c1. As a reaction SMILES: [CH2:1]([c:2]1[cH:3][cH:4][cH:5][cH:6][cH:7]1)[c:8]1[cH:9][n:10][c:11]2[c:12]([C:25]([F:26])([F:27])[F:28])[cH:13][cH:14][cH:15][c:16]2[c:17]1-[c:18]1[cH:19][c:20]([NH2:24])[cH:21][cH:22][cH:23]1.[F:29][CH:30]([O:31][c:32]1[c:33]([CH:34]=[O:35])[cH:36][cH:37][cH:38][cH:39]1)[F:40]>>[CH2:1]([c:2]1[cH:3][cH:4][cH:5][cH:6][cH:7]1)[c:8]1[cH:9][n:10][c:11]2[c:12]([C:25]([F:26])([F:27])[F:28])[cH:13][cH:14][cH:15][c:16]2[c:17]1-[c:18]1[cH:19][c:20]([NH:24][CH2:34][c:33]2[c:32]([O:31][CH:30]([F:29])[F:40])[cH:39][cH:38][cH:37][cH:36]2)[cH:21][cH:22][cH:23]1.